This data is from the Open Reaction Database (ORD), a public repository of structured organic reaction records. The task is: describe an organic reaction: reactants, conditions, products, and yield Reactants: [Li+].CC(C)[N-]C(C)C (LDA), CN1C(N(C(C=2C1=CN(C2)CCSC(C2=CC=CC=C2)(C2=CC=CC=C2)C2=CC=CC=C2)=O)C)=O (1,3-Dimethyl-6-(2-(tritylthio)ethyl)-1H-pyrrolo[3,4-d]pyrimidine-2,4(3H,6H)-dione), B(OC(C)C)(OC(C)C)OC(C)C (triisopropyl borate). The solvent is C1CCOC1 (THF). Run at temperature -78 celsius, time 2 hour. Product: CN1C(N(C(C=2C1=CN(C2B(O)O)CCSC(C2=CC=CC=C2)(C2=CC=CC=C2)C2=CC=CC=C2)=O)C)=O (1,3-Dimethyl-2,4-dioxo-6-(2-(tritylthio)ethyl)-2,3,4,6-tetrahydro-1H-pyrrolo[3,4-d]pyrimidin-5-ylboronic acid). As a reaction SMILES: [CH3:1][N:2]1[C:7]2=[CH:8][N:9]([CH2:11][CH2:12][S:13][C:14]([C:27]3[CH:32]=[CH:31][CH:30]=[CH:29][CH:28]=3)([C:21]3[CH:26]=[CH:25][CH:24]=[CH:23][CH:22]=3)[C:15]3[CH:20]=[CH:19][CH:18]=[CH:17][CH:16]=3)[CH:10]=[C:6]2[C:5](=[O:33])[N:4]([CH3:34])[C:3]1=[O:35].[Li+].CC([N-]C(C)C)C.[B:44](OC(C)C)([O:49]C(C)C)[O:45]C(C)C>C1COCC1>[CH3:1][N:2]1[C:7]2=[CH:8][N:9]([CH2:11][CH2:12][S:13][C:14]([C:15]3[CH:20]=[CH:19][CH:18]=[CH:17][CH:16]=3)([C:21]3[CH:22]=[CH:23][CH:24]=[CH:25][CH:26]=3)[C:27]3[CH:32]=[CH:31][CH:30]=[CH:29][CH:28]=3)[C:10]([B:44]([OH:49])[OH:45])=[C:6]2[C:5](=[O:33])[N:4]([CH3:34])[C:3]1=[O:35] |f:1.2|. Procedure: 1,3-Dimethyl-6-(2-(tritylthio)ethyl)-1H-pyrrolo[3,4-d]pyrimidine-2,4(3H,6H)-dione (step 2)(3.6 g, 7.47 mmol) was dissolved in anhydrous THF (67.3 mL) at room temperature in an oven dried flask. The flask was evacuated and backfilled with nitrogen (×3) and cooled to −78° C. LDA (0.719 M, 16.63 mL, 11.96 mmol) was added over 10 mins followed by triisopropyl borate (2.76 mL, 11.96 mmol) and the reaction aged for 2 hr at −78° C. The reaction was quenched with saturated NH4Cl solution (60 mL) added v...